Dataset: the Open Reaction Database (ORD), a public repository of structured organic reaction records. Task: describe an organic reaction: reactants, conditions, products, and yield The reactants are CC(C)=O, Clc1ccc(C2c3ccc(Cl)cc3-c3ncncc32)cc1, [K+], O=[Mn](=O)(=O)[O-]. Product: OC1(c2ccc(Cl)cc2)c2ccc(Cl)cc2-c2ncncc21. As a reaction SMILES: [CH3:28][C:29](=[O:30])[CH3:31].[Cl:1][c:2]1[cH:3][cH:4][c:5]2[c:13]([cH:14]1)-[c:8]1[c:7]([cH:12][n:11][cH:10][n:9]1)[CH:6]2[c:15]1[cH:16][cH:17][c:18]([Cl:21])[cH:19][cH:20]1.[K+:27].[Mn:22](=[O:23])([O-:24])(=[O:25])=[O:26]>>[Cl:1][c:2]1[cH:3][cH:4][c:5]2[c:13]([cH:14]1)-[c:8]1[c:7]([cH:12][n:11][cH:10][n:9]1)[C:6]2([c:15]1[cH:16][cH:17][c:18]([Cl:21])[cH:19][cH:20]1)[OH:23]. Yields the product Cl.Cl.C(N)(=O)NC(=N)NCC1=NC=CC=C1 (1-Carbamoyl-3-(2-pyridylmethyl)guanidine dihydrochloride). Reported procedure: Concentrated HCl (15.4 ml) is added to a stirred solution of 1-cyano-3-(2-pyridylmethyl)guanidine (4.50 g) in 310 ml of isopropanol. The reaction mixture is stirred at room temperature overnight. The solvent is concentrated in vacuo and the residue treated with 1.8 liters of boiling ethanol. The resulting suspension is stirred and heated while adding small portions of water until most of the solid has dissolved. The solution is filtered through Celite, diluted to 2 liters with absolute ethanol a... The reactants are Cl (HCl), C(#N)NC(=N)NCC1=NC=CC=C1 (1-cyano-3-(2-pyridylmethyl)guanidine), C(C)(C)O (isopropanol). Run at time 8 hour. Reaction SMILES: [ClH:1].[C:2]([NH:4][C:5]([NH:7][CH2:8][C:9]1[CH:14]=[CH:13][CH:12]=[CH:11][N:10]=1)=[NH:6])#[N:3].C([OH:18])(C)C>>[ClH:1].[ClH:1].[C:2]([NH:4][C:5]([NH:7][CH2:8][C:9]1[CH:14]=[CH:13][CH:12]=[CH:11][N:10]=1)=[NH:6])(=[O:18])[NH2:3] |f:3.4.5|. Starting materials: COC1=CC=C(C=C1)[C@@H]1SC2=C(NC([C@@H]1O)=O)C=CC=C2 (cis-(+)-2-(4-methoxyphenyl)-3-hydroxy-2,3-dihydro-1,5-benzothiazepine-4(5H)-one), Cl.CN(CCCl)C (2-(dimethylamino)ethyl chloride hydrochloride), C([O-])([O-])=O.[K+].[K+] (potassium carbonate), C(C)(=O)OCC (ethyl acetate). Run in O (water). The product is Cl.COC1=CC=C(C=C1)[C@@H]1SC2=C(N(C([C@@H]1O)=O)CCN(C)C)C=CC=C2 (cis-(+)-2-(4-methoxyphenyl)-3-hydroxy-5-[2-(dimethylamino)ethyl]-2,3-dihydro-1,5-benzothiazepine-4(5H)-one hydrochloride). The yield is 92.8%. As a reaction SMILES: [CH3:1][O:2][C:3]1[CH:8]=[CH:7][C:6]([C@H:9]2[C@@H:15]([OH:16])[C:14](=[O:17])[NH:13][C:12]3[CH:18]=[CH:19][CH:20]=[CH:21][C:11]=3[S:10]2)=[CH:5][CH:4]=1.Cl.[CH3:23][N:24]([CH3:28])[CH2:25][CH2:26][Cl:27].C(=O)([O-])[O-].[K+].[K+].C(OCC)(=O)C>O>[ClH:27].[CH3:1][O:2][C:3]1[CH:4]=[CH:5][C:6]([C@H:9]2[C@@H:15]([OH:16])[C:14](=[O:17])[N:13]([CH2:26][CH2:25][N:24]([CH3:28])[CH3:23])[C:12]3[CH:18]=[CH:19][CH:20]=[CH:21][C:11]=3[S:10]2)=[CH:7][CH:8]=1 |f:1.2,3.4.5,8.9|. Reported procedure: A mixture of 30.1 g of cis-(+)-2-(4-methoxyphenyl)-3-hydroxy-2,3-dihydro-1,5-benzothiazepine-4(5H)-one, 18.7 g of 2-(dimethylamino)ethyl chloride hydrochloride, 33.0 g of potassium carbonate and 240 ml of ethyl acetate is refluxed for 30 minutes under stirring. Then, 5 ml of water are added to the mixture, and the aqueous mixture is further refluxed for 6 hours under stirring. After cooling the reaction mixture, said mixture is washed with water. The ethyl acetate layer is separated and washed w... Starting materials: ClC1=NC=NC(=N1)Cl (2,4-dichloro-1,3,5-triazine), C(=O)([O-])[O-].[K+].[K+] (K2CO3), N1=C(C=CC=C1)CN1N=CC2=CC(=CC=C12)N (1-pyridin-2-ylmethyl-1H-indazol-5-ylamine). Run in C(=O)(C)C#N (AcCN), C(=O)(C)C#N (AcCN). Reaction conditions: temperature 0 celsius, time 1 hour. Product: ClC1=NC(=NC=N1)NC=1C=C2C=NN(C2=CC1)CC1=NC=CC=C1 ((4-chloro-[1,3,5]triazin-2-yl)-(1-pyridin-2-ylmethyl-1H-indazol-5-yl)-amine). Reaction SMILES: Cl[C:2]1[N:7]=[C:6]([Cl:8])[N:5]=[CH:4][N:3]=1.C([O-])([O-])=O.[K+].[K+].[N:15]1[CH:20]=[CH:19][CH:18]=[CH:17][C:16]=1[CH2:21][N:22]1[C:30]2[C:25](=[CH:26][C:27]([NH2:31])=[CH:28][CH:29]=2)[CH:24]=[N:23]1>C(C#N)(C)=O>[Cl:8][C:6]1[N:5]=[CH:4][N:3]=[C:2]([NH:31][C:27]2[CH:26]=[C:25]3[C:30](=[CH:29][CH:28]=2)[N:22]([CH2:21][C:16]2[CH:17]=[CH:18][CH:19]=[CH:20][N:15]=2)[N:23]=[CH:24]3)[N:7]=1 |f:1.2.3|. Procedure details: A mixture of the compound 2,4-dichloro-1,3,5-triazine (267 mg, 1.78 mmol) and solid K2CO3 (1.23 g, 8.42 mmol) was suspended in AcCN (20 mL) under nitrogen at 0° C. followed by addition of a solution of 1-pyridin-2-ylmethyl-1H-indazol-5-ylamine (Step 3) (400 mg, 1.78 mmol) in AcCN (3 mL) over 5 min. The mixture was stirred at 0° C. for 1 h. The reaction was quenched by pouring onto water. The organics were extracted into EtOAc (200 mL), washed with brine, dried over anh. Na2SO4, concentrated unde... The reactants are polyvinyl alcohol g-acrylate, C(C=C)(=O)[O-] (acrylate), C1(\C=C/C(=O)O1)=O (maleic anhydride). Product: C(C=C)(=O)[O-].C1(\C=C/C(=O)O1)=O (acrylate maleic anhydride). RXN SMILES: [C:1]([O-:5])(=[O:4])[CH:2]=[CH2:3].[C:6]1(=[O:12])[O:11][C:9](=[O:10])[CH:8]=[CH:7]1>>[C:1]([O-:5])(=[O:4])[CH:2]=[CH2:3].[C:9]1(=[O:10])[O:11][C:6](=[O:12])[CH:7]=[CH:8]1 |f:2.3|. Procedure details: The polyvinyl alcohol-g-acrylate/maleic anhyride terpolymrs can be prepared by first copolymerizing an acrylate monomer with a maleic anhydride monomer to yield a homogenous random acrylate/maleic anhydride copolymer, and then graft polymerizing the rusultant copolymer onto an vinyl alcohol polymer. The reactants are C(=O)(C(F)(F)F)O (TFA), N1(CCCCC1)C[C@H]1CN(CCC1)C(=O)OC(C)(C)C ((S)-tert-butyl 3-(piperidin-1-ylmethyl)piperidine-1-carboxylate), Intermediate A5. Run in C(Cl)Cl (DCM). Reaction conditions: temperature 25 celsius, time 30 minute. Product: N1C[C@@H](CCC1)CN1CCCCC1 ((R)-1-(piperidin-3-ylmethyl)piperidine). Reaction SMILES: [N:1]1([CH2:7][C@@H:8]2[CH2:13][CH2:12][CH2:11][N:10](C(OC(C)(C)C)=O)[CH2:9]2)[CH2:6][CH2:5][CH2:4][CH2:3][CH2:2]1.C(O)(C(F)(F)F)=O>C(Cl)Cl>[NH:10]1[CH2:11][CH2:12][CH2:13][C@@H:8]([CH2:7][N:1]2[CH2:2][CH2:3][CH2:4][CH2:5][CH2:6]2)[CH2:9]1. Reported procedure: To a solution of the (S)-tert-butyl 3-(piperidin-1-ylmethyl)piperidine-1-carboxylate isolated above in 200 μL DCM was slowly added 2 mL TFA and the resulting solution stirred for 30 min at 25° C. The solvent was evaporated and the crude product was used directly in the next reaction without further purification. (For example, reaction with Intermediate A5 in Specific Scheme 5)